Dataset: the Open Reaction Database (ORD), a public repository of structured organic reaction records. Task: describe an organic reaction: reactants, conditions, products, and yield The reactants are Brc1cccs1, Cl, COC(=O)c1c(C(F)F)nc(C(F)(F)F)c(C=O)c1CC(C)C, I, [Mg], O. The product is COC(=O)c1c(C(F)F)nc(C(F)(F)F)c(C(O)c2cccs2)c1CC(C)C. Reaction SMILES: [Br:3][c:4]1[s:5][cH:6][cH:7][cH:8]1.[ClH:32].[F:9][CH:10]([c:11]1[n:12][c:13]([C:27]([F:28])([F:29])[F:30])[c:14]([CH:25]=[O:26])[c:15]([CH2:21][CH:22]([CH3:23])[CH3:24])[c:16]1[C:17](=[O:18])[O:19][CH3:20])[F:31].[I:2].[Mg:1].[OH2:33]>>[c:4]1([CH:25]([c:14]2[c:13]([C:27]([F:28])([F:29])[F:30])[n:12][c:11]([CH:10]([F:9])[F:31])[c:16]([C:17](=[O:18])[O:19][CH3:20])[c:15]2[CH2:21][CH:22]([CH3:23])[CH3:24])[OH:26])[s:5][cH:6][cH:7][cH:8]1. As a reaction SMILES: [I:1][C:2]1[CH:3]=[CH:4][C:5]([O:10][CH2:11][O:12][CH2:13][CH2:14][O:15][CH3:16])=[C:6]([CH:9]=1)[CH2:7]O.C1(P(C2C=CC=CC=2)C2C=CC=CC=2)C=CC=CC=1.[Br:36]NC(=O)CCC(N)=O>C1COCC1>[I:1][C:2]1[CH:3]=[CH:4][C:5]([O:10][CH2:11][O:12][CH2:13][CH2:14][O:15][CH3:16])=[C:6]([CH:9]=1)[CH2:7][Br:36]. Yields the product IC=1C=CC(=C(CBr)C1)OCOCCOC (5-Iodo-2-(2-methoxy-ethoxymethoxy)-benzyl bromide). Reaction conditions: time 5 minute. Solvent: C1CCOC1 (THF). Reactants: IC=1C=CC(=C(CO)C1)OCOCCOC (5-iodo-2-(2-methoxy-ethoxymethoxy)-benzyl alcohol), C1(=CC=CC=C1)P(C1=CC=CC=C1)C1=CC=CC=C1 (triphenylphospine), BrNC(CCC(=O)N)=O (N-bromosuccinamide). Reported procedure: To a solution of 5-iodo-2-(2-methoxy-ethoxymethoxy)-benzyl alcohol (7.5 g, 22 mmol) in 60 mL of THF at 15° C. is added triphenylphospine (6.35 g, 24 mmol) followed by N-bromosuccinamide (4.3 g, 24 mmol). The solution is stirred for 5 min. The solution is allowed to warm to ambient temperature. After 20 min, the solution is concentrated. The crude product is purified by column chromatography eluting with EtOAc:CH2Cl2 :hexane (3:1:6). Starting materials: COC(=O)CBr, O=C([O-])[O-], C=CCOc1ccc2ccc(O)cc2c1, CC(C)=O, [K+], [K+]. The product is C=CCOc1ccc2ccc(OCC(=O)OC)cc2c1. As a reaction SMILES: [Br:22][CH2:23][C:24](=[O:25])[O:26][CH3:27].[C:16](=[O:17])([O-:18])[O-:19].[CH2:1]([CH:2]=[CH2:3])[O:4][c:5]1[cH:6][cH:7][c:8]2[cH:9][cH:10][c:11]([OH:15])[cH:12][c:13]2[cH:14]1.[CH3:28][C:29](=[O:30])[CH3:31].[K+:20].[K+:21]>>[CH2:1]([CH:2]=[CH2:3])[O:4][c:5]1[cH:6][cH:7][c:8]2[cH:9][cH:10][c:11]([O:15][CH2:23][C:24](=[O:25])[O:26][CH3:27])[cH:12][c:13]2[cH:14]1. Starting materials: CN1N=C(C2=C1C=1N(C(=N2)C)CC(N1)C)C (7,8-dihydro-1,3,5,8-tetramethyl-1H-imidazo[1,2-c]pyrazolo[3,4-e]pyrimidine), C1(=C(C(=O)C(=C(C1=O)Cl)Cl)Cl)Cl (chloranil). The solvent is C=1(C(=CC=CC1)C)C (xylene). The product is CN1N=C(C2=C1C=1N(C(=N2)C)C=C(N1)C)C (1,3,5,8-Tetramethyl-1H-imidazo[1,2-c]pyrazolo[3,4-e]pyrimidine). The yield is 50.7%. RXN SMILES: [CH3:1][N:2]1[C:6]2[C:7]3[N:8]([CH2:12][CH:13]([CH3:15])[N:14]=3)[C:9]([CH3:11])=[N:10][C:5]=2[C:4]([CH3:16])=[N:3]1.C1(Cl)C(=O)C(Cl)=C(Cl)C(=O)C=1Cl>C1(C)C(C)=CC=CC=1>[CH3:1][N:2]1[C:6]2[C:7]3[N:8]([CH:12]=[C:13]([CH3:15])[N:14]=3)[C:9]([CH3:11])=[N:10][C:5]=2[C:4]([CH3:16])=[N:3]1. Reported procedure: A mixture of 2.4 g (0.011 mol) of 7,8-dihydro-1,3,5,8-tetramethyl-1H-imidazo[1,2-c]pyrazolo[3,4-e]pyrimidine and 5.6 g (0.022 mol) of chloranil in 400 ml of xylene is stirred under reflux four hours. The warm mixture is extracted with two 150 ml portions of 1N sodium hydroxide. The organic layer is separated, filtered, dried over MgSO4, and evaporated in vacuo. The solid residue is stirred in ether to give 1.2 g (50%) of the title compound, mp 198°-200°. Starting materials: C(C1=CC=CC=C1)OC(NCC1OC2=C(O1)C=CC(=C2)CC(C)N(C(C(F)(F)F)=O)CC)=O ((5-{2-[ethyl-(2,2,2-trifluoro-acetyl)-amino]-propyl}-benzo[1,3]dioxol-2-ylmethyl)-carbamic Acid Benzyl Ester). The reagents and catalysts are [Pd] (Pd—C). Run in CO (methanol). Yields the product NCC1OC2=C(O1)C=CC(=C2)CC(C)N(C(C(F)(F)F)=O)CC (N-[2-(2-aminomethyl-benzo[1,3]dioxol-5-yl)-1-methyl-ethyl]-N-ethyl-2,2,2-trifluoro-acetamide). The yield is 79.5%. As a reaction SMILES: C(OC(=O)[NH:10][CH2:11][CH:12]1[O:16][C:15]2[CH:17]=[CH:18][C:19]([CH2:21][CH:22]([N:24]([CH2:31][CH3:32])[C:25](=[O:30])[C:26]([F:29])([F:28])[F:27])[CH3:23])=[CH:20][C:14]=2[O:13]1)C1C=CC=CC=1>[Pd].CO>[NH2:10][CH2:11][CH:12]1[O:16][C:15]2[CH:17]=[CH:18][C:19]([CH2:21][CH:22]([N:24]([CH2:31][CH3:32])[C:25](=[O:30])[C:26]([F:28])([F:27])[F:29])[CH3:23])=[CH:20][C:14]=2[O:13]1. Procedure details: To 987 mg (2.1 mmol) of 2I was added 50 mL of anhydrous methanol followed by 150 mg of 10% Pd—C. This mixture was hydrogenated under atmospheric pressure 18 hours, filtered and the residue was washed with 50 mL of methanol. The combined filtrate was concentrated to dryness, and the residue was purified by silica gel column chromatography using 5% methanol in ethyl acetate to give 558 mg (1.67 mmol, 79%) of 2J as a colorless gum (M+H, 333). The reactants are COC=1C=C(C=CC1)C=1C=2C(C3=C(NC2C=CC1)C=NN3C)=O (8-(3-methoxyphenyl)-1-methyl-1,4-dihydro-9H-pyrazolo[4,3-b]quinolin-9-one), COC1=CC=C(C=C1)C=1C=2C(C3=C(NC2C=CC1)C=NN3C)=O (8-(4-methoxyphenyl)-1-methyl-1,4-dihydro-9H-pyrazolo[4,3-b]quinolin-9-one). Product: OC=1C=C(C=CC1)C=1C=2C(C3=C(NC2C=CC1)C=NN3C)=O (8-(3-HYDROXYPHENYL)-1-METHYL-1,4-DIHYDRO-9H-PYRAZOLO[4,3-b]QUINOLIN-9-ONE). RXN SMILES: C[O:2][C:3]1[CH:4]=[C:5]([C:9]2[C:10]3[C:11](=[O:23])[C:12]4[N:21]([CH3:22])[N:20]=[CH:19][C:13]=4[NH:14][C:15]=3[CH:16]=[CH:17][CH:18]=2)[CH:6]=[CH:7][CH:8]=1.COC1C=CC(C2C3C(=O)C4N(C)N=CC=4NC=3C=CC=2)=CC=1>>[OH:2][C:3]1[CH:4]=[C:5]([C:9]2[C:10]3[C:11](=[O:23])[C:12]4[N:21]([CH3:22])[N:20]=[CH:19][C:13]=4[NH:14][C:15]=3[CH:16]=[CH:17][CH:18]=2)[CH:6]=[CH:7][CH:8]=1. Reported procedure: The title compound was prepared according to the procedure of step 4 in EXAMPLE 38 using 8-(3-methoxyphenyl)-1-methyl-1,4-dihydro-9H-pyrazolo[4,3-b]quinolin-9-one (EXAMPLE 39, step 2), instead of 8-(4-methoxyphenyl)-1-methyl-1,4-dihydro-9H-pyrazolo[4,3-b]quinolin-9-one. Reactants: NC=1C=C(C=CC1)N1CC(CC1=O)C(=O)NC(CC(=O)OCC)C=1C=NC=CC1 (ethyl 3-{(1-(3-aminophenyl)-5-oxopyrrolidin-3-yl)carbonylamino}-3-(3-pyridyl)propanoate), C(=O)(O)[O-].[Na+] (NaHCO3), BrCC(=O)NC1=CC=CC=C1 (2-bromo-N-phenyl acetamide). Run in C(Cl)Cl (CH2Cl2), C(Cl)Cl (CH2Cl2). Yields the product O=C1CC(CN1C1=CC(=CC=C1)NCC(NC1=CC=CC=C1)=O)C(=O)NC(CC(=O)OCC)C=1C=NC=CC1 (ethyl 3-{(5-oxo-1-(3-{((N-phenylcarbamoyl)methyl)amino}phenyl)pyrrolidin-3-yl)carbonylamino}-3-(3-pyridyl)propanoate). As a reaction SMILES: [NH2:1][C:2]1[CH:3]=[C:4]([N:8]2[C:12](=[O:13])[CH2:11][CH:10]([C:14]([NH:16][CH:17]([C:24]3[CH:25]=[N:26][CH:27]=[CH:28][CH:29]=3)[CH2:18][C:19]([O:21][CH2:22][CH3:23])=[O:20])=[O:15])[CH2:9]2)[CH:5]=[CH:6][CH:7]=1.C([O-])(O)=O.[Na+].Br[CH2:36][C:37]([NH:39][C:40]1[CH:45]=[CH:44][CH:43]=[CH:42][CH:41]=1)=[O:38]>C(Cl)Cl>[O:13]=[C:12]1[N:8]([C:4]2[CH:5]=[CH:6][CH:7]=[C:2]([NH:1][CH2:36][C:37](=[O:38])[NH:39][C:40]3[CH:45]=[CH:44][CH:43]=[CH:42][CH:41]=3)[CH:3]=2)[CH2:9][CH:10]([C:14]([NH:16][CH:17]([C:24]2[CH:25]=[N:26][CH:27]=[CH:28][CH:29]=2)[CH2:18][C:19]([O:21][CH2:22][CH3:23])=[O:20])=[O:15])[CH2:11]1 |f:1.2|. Procedure: To a suspension of ethyl 3-{(1-(3-aminophenyl)-5-oxopyrrolidin-3-yl)carbonylamino}-3-(3-pyridyl)propanoate (100 mg, 0.25 mmol, 1.1 eq), NaHCO3 (20 mg, 0.23 mmol, 1.0 eq), and CH2Cl2 (4 mL), was added 2-bromo-N-phenyl acetamide (50 mg, 0.23 mmol, 1.0 eq) in 2 mL CH2Cl2 dropwise. The reaction mixture was heated up to reflux for 5 hours, then cooled to room temperature. Reagents/catalysts: [Cu]I (Copper(I)iodide), Cl[Pd]([P](C1=CC=CC=C1)(C2=CC=CC=C2)C3=CC=CC=C3)([P](C4=CC=CC=C4)(C5=CC=CC=C5)C6=CC=CC=C6)Cl (dichlorobis(triphenylphosphine)palladium(II)). As a reaction SMILES: C(NC(C)C)(C)C.I[C:9]1[S:10][CH:11]=[CH:12][N:13]=1.[CH3:14][Si:15]([C:18]#[CH:19])([CH3:17])[CH3:16]>[Cu]I.Cl[Pd](Cl)([P](C1C=CC=CC=1)(C1C=CC=CC=1)C1C=CC=CC=1)[P](C1C=CC=CC=1)(C1C=CC=CC=1)C1C=CC=CC=1.O1CCCC1>[CH3:14][Si:15]([C:18]#[C:19][C:9]1[S:10][CH:11]=[CH:12][N:13]=1)([CH3:17])[CH3:16] |^1:24,43|. Reported procedure: Copper(I)iodide (38 mg, 0.20 mmol), dichlorobis(triphenylphosphine)palladium(II) (250 mg, 0.40 mmol) and N,N-diisopropylamine (1.40 g, 14 mmol) were added to a solution of 2-iodothiazole (1.50 g, 7.0 mmol; prepared as described in J. Org. Chem. 1988, 53, 2489) and dry tetrahydrofuran (50 mL). The reaction mixture was degassed and trimethylsilylacetylene (1.40 g, 14 mmol) was added in two portions under nitrogen atmosphere. The reaction was heated to 50° C. for 12 h. The formed precipitate and se... Solvent: O1CCCC1 (tetrahydrofuran). The product is C[Si](C)(C)C#CC=1SC=CN1 (2-(trimethylsilylethynyl)thiazole). Starting materials: C(C)(C)NC(C)C (N,N-diisopropylamine), IC=1SC=CN1 (2-iodothiazole), C[Si](C)(C)C#C (trimethylsilylacetylene). Conditions: temperature 50 celsius.